The task is: describe an organic reaction: reactants, conditions, products, and yield. This data is from the Open Reaction Database (ORD), a public repository of structured organic reaction records. Reaction SMILES: [Br:15][CH2:16][CH:17]1[CH2:18][CH2:19]1.[CH3:20][C:21](=[O:22])[CH3:23].[Na+:2].[OH-:1].[OH2:24].[OH:3][C:4](=[O:5])[c:6]1[cH:7][nH:8][c:9]2[cH:10][cH:11][cH:12][cH:13][c:14]12>>[OH:3][C:4](=[O:5])[c:6]1[cH:7][n:8]([CH2:16][CH:17]2[CH2:18][CH2:19]2)[c:9]2[cH:10][cH:11][cH:12][cH:13][c:14]12. The reactants are BrCC1CC1, CC(C)=O, [Na+], [OH-], O, O=C(O)c1c[nH]c2ccccc12. Product: O=C(O)c1cn(CC2CC2)c2ccccc12. The product is CC(=O)NS(=O)(=O)c1cccc(CNC(=O)c2cnc(-c3cccc(F)c3)nc2)c1. Starting materials: O=C([O-])[O-], CC(=O)NS(=O)(=O)c1cccc(CN)c1, CCOC(C)=O, CC(=O)[O-], [Cl-], Cl, O=C(O)c1cnc(-c2cccc(F)c2)nc1, [K+], [K+], O. RXN SMILES: [C:1](=[O:2])([O-:3])[O-:4].[C:7]([CH3:8])(=[O:9])[NH:10][S:11](=[O:12])(=[O:13])[c:14]1[cH:15][c:16]([CH2:20][NH2:21])[cH:17][cH:18][cH:19]1.[CH3:40][CH2:41][O:42][C:43]([CH3:44])=[O:45].[CH3:47][C:48](=[O:49])[O-:50].[Cl-:22].[ClH:39].[F:23][c:24]1[cH:25][c:26](-[c:30]2[n:31][cH:32][c:33]([C:36](=[O:37])[OH:38])[cH:34][n:35]2)[cH:27][cH:28][cH:29]1.[K+:5].[K+:6].[OH2:46]>>[C:7]([CH3:8])(=[O:9])[NH:10][S:11](=[O:12])(=[O:13])[c:14]1[cH:15][c:16]([CH2:20][NH:21][C:36]([c:33]2[cH:32][n:31][c:30](-[c:26]3[cH:25][c:24]([F:23])[cH:29][cH:28][cH:27]3)[n:35][cH:34]2)=[O:37])[cH:17][cH:18][cH:19]1. Reactants: O=C([O-])[O-], N#CCCl, [I-], [K+], [K+], OCCCN1CCNCC1, [Na+], CN(C)C=O. The product is N#CCN1CCN(CCCO)CC1. RXN SMILES: [C:15](=[O:16])([O-:17])[O-:18].[Cl:11][CH2:12][C:13]#[N:14].[I-:22].[K+:19].[K+:20].[N:1]1([CH2:7][CH2:8][CH2:9][OH:10])[CH2:2][CH2:3][NH:4][CH2:5][CH2:6]1.[Na+:21].[O:23]=[CH:24][N:25]([CH3:26])[CH3:27]>>[N:1]1([CH2:7][CH2:8][CH2:9][OH:10])[CH2:2][CH2:3][N:4]([CH2:12][C:13]#[N:14])[CH2:5][CH2:6]1. Procedure details: The title compound was prepared in analogy to the procedure described in Example 14 but using 8-(2-fluoro-phenyl)-quinoxaline-5-carboxylic acid (Example 44) in Step 14.1. Title compound: ESI-MS: 334.0 [M+H]+; tR=3.39 min (System 1); TLC: Rf=0.54 (DCM/MeOH, 9:1). RXN SMILES: CN(C)CCOC1C=C[C:9]([NH:12][C:13]([C:15]2[C:16]3[N:17]=[CH:18][CH:19]=[N:20][C:21]=3[C:22]([C:25]3[CH:30]=[CH:29][CH:28]=[CH:27][C:26]=3[F:31])=[CH:23][CH:24]=2)=[O:14])=CC=1>C(Cl)Cl.CO>[NH:17]1[CH:16]=[CH:21][N:20]=[C:9]1[NH:12][C:13]([C:15]1[C:16]2[N:17]=[CH:18][CH:19]=[N:20][C:21]=2[C:22]([C:25]2[CH:30]=[CH:29][CH:28]=[CH:27][C:26]=2[F:31])=[CH:23][CH:24]=1)=[O:14] |f:1.2|. Product: N1C(=NC=C1)NC(=O)C=1C=2N=CC=NC2C(=CC1)C1=C(C=CC=C1)F (8-(2-Fluoro-phenyl)-quinoxaline-5-carboxylic acid (1H-imidazol-2-yl)-amide). Run in C(Cl)Cl.CO (DCM MeOH). Starting materials: CN(CCOC1=CC=C(C=C1)NC(=O)C=1C=2N=CC=NC2C(=CC1)C1=C(C=CC=C1)F)C (8-(2-Fluoro-phenyl)-quinoxaline-5-carboxylic acid [4-(2-dimethylamino-ethoxy)phenyl]-amide). The reactants are [Cl-].[NH4+] (ammonium chloride), C[Li] (Methyllithium), C(C1=CC=CC=C1)OC1=CC=C(C=C1)NC1=C(C(=O)O)C=C(C=C1)OC (2-(4-benzyloxyphenylamino)-5-methoxybenzoic acid), C(C)(=O)OCC (Ethyl acetate). The solvent is O1CCCC1 (tetrahydrofuran). Reaction conditions: time 3 hour. Product: C(C1=CC=CC=C1)OC1=CC=C(C=C1)NC1=C(C=C(C=C1)OC)C(C)=O (1-[2-(4-benzyloxyphenylamino)-5-methoxyphenyl]ethanone). As a reaction SMILES: C[Li].[CH2:3]([O:10][C:11]1[CH:16]=[CH:15][C:14]([NH:17][C:18]2[CH:26]=[CH:25][C:24]([O:27][CH3:28])=[CH:23][C:19]=2C(O)=O)=[CH:13][CH:12]=1)C1C=CC=CC=1.C([O:32][CH2:33][CH3:34])(=O)C.[Cl-].[NH4+]>O1CCCC1>[CH2:3]([O:10][C:11]1[CH:16]=[CH:15][C:14]([NH:17][C:18]2[CH:26]=[CH:25][C:24]([O:27][CH3:28])=[CH:23][C:19]=2[C:33](=[O:32])[CH3:34])=[CH:13][CH:12]=1)[C:11]1[CH:16]=[CH:15][CH:14]=[CH:13][CH:12]=1 |f:3.4|. Reported procedure: Methyllithium (210 ml, 1.25M methyllithium-lithium bromide complex in ether) (0.263 mole) was added dropwise to a solution of 25.49 g (0.0732 mole) of 2-(4-benzyloxyphenylamino)-5-methoxybenzoic acid in 226 ml of tetrahydrofuran cooled to 0°-5° C. The reaction mixture was stirred for 3 hours at 0°-5° C. Ethyl acetate was then added and the mixture poured into ice and saturated ammonium chloride solution. The aqueous suspension was extracted with ether, the ether extracts dried over anhydrous mag... The product is CC(C)(C)c1cc(Br)c([N+](=O)[O-])cc1O. Starting materials: CC(C)(C)c1cc(Br)c([N+](=O)[O-])cc1OC(=O)[O-], [CH3], CO, Cl, [K+], [OH-]. RXN SMILES: [C:2]([CH3:3])([CH3:4])([CH3:5])[c:6]1[c:7]([O:16][C:17](=[O:18])[O-:19])[cH:8][c:9]([N+:13](=[O:14])[O-:15])[c:10]([Br:12])[cH:11]1.[CH3:1].[CH3:23][OH:24].[ClH:22].[K+:21].[OH-:20]>>[C:2]([CH3:3])([CH3:4])([CH3:5])[c:6]1[c:7]([OH:16])[cH:8][c:9]([N+:13](=[O:14])[O-:15])[c:10]([Br:12])[cH:11]1.